Dataset: the Open Reaction Database (ORD), a public repository of structured organic reaction records. Task: describe an organic reaction: reactants, conditions, products, and yield Starting materials: OB(O)c1cccc(Br)c1, CCOC(=O)C=C1CN(C(=O)OC(C)(C)C)C1, [K+], C1COCCO1, [OH-]. Product: CCOC(=O)CC1(c2cccc(Br)c2)CN(C(=O)OC(C)(C)C)C1. RXN SMILES: [Br:3][c:4]1[cH:5][c:6]([B:10]([OH:11])[OH:12])[cH:7][cH:8][cH:9]1.[CH2:13]([CH3:14])[O:15][C:16]([CH:17]=[C:18]1[CH2:19][N:20]([C:22](=[O:23])[O:24][C:25]([CH3:26])([CH3:27])[CH3:28])[CH2:21]1)=[O:29].[K+:2].[O:30]1[CH2:31][CH2:32][O:33][CH2:34][CH2:35]1.[OH-:1]>>[Br:3][c:4]1[cH:5][c:6]([C:18]2([CH2:17][C:16]([O:15][CH2:13][CH3:14])=[O:29])[CH2:19][N:20]([C:22](=[O:23])[O:24][C:25]([CH3:26])([CH3:27])[CH3:28])[CH2:21]2)[cH:7][cH:8][cH:9]1. RXN SMILES: [CH3:1][C:2]1([CH3:19])[CH2:3][N:4]([CH2:9][c:10]2[c:11]([N+:16]([O-:17])=[O:18])[cH:12][cH:13][cH:14][cH:15]2)[C:5](=[S:8])[O:6][CH2:7]1.[CH3:23][CH2:24][OH:25].[Cl-:20].[Fe:26].[NH4+:21].[OH2:22]>>[CH3:1][C:2]1([CH3:19])[CH2:3][N:4]([CH2:9][c:10]2[c:11]([NH2:16])[cH:12][cH:13][cH:14][cH:15]2)[C:5](=[S:8])[O:6][CH2:7]1. Product: CC1(C)COC(=S)N(Cc2ccccc2N)C1. Reactants: CC1(C)COC(=S)N(Cc2ccccc2[N+](=O)[O-])C1, CCO, [Cl-], [Fe], [NH4+], O. Starting materials: CCN(CC=CC#CC(C)(C)C)Cc1cccc(CBr)c1, CCOCC, CN(C)C=O, N#C[Na], O. The product is CCN(CC=CC#CC(C)(C)C)Cc1cccc(CC#N)c1. As a reaction SMILES: [CH2:1]([CH3:2])[N:3]([CH2:4][CH:5]=[CH:6][C:7]#[C:8][C:9]([CH3:10])([CH3:11])[CH3:12])[CH2:13][c:14]1[cH:15][c:16]([CH2:20][Br:21])[cH:17][cH:18][cH:19]1.[CH2:25]([O:26][CH2:27][CH3:28])[CH3:29].[CH3:31][N:32]([CH3:33])[CH:34]=[O:35].[Na:22][C:23]#[N:24].[OH2:30]>>[CH2:1]([CH3:2])[N:3]([CH2:4][CH:5]=[CH:6][C:7]#[C:8][C:9]([CH3:10])([CH3:11])[CH3:12])[CH2:13][c:14]1[cH:15][c:16]([CH2:20][C:23]#[N:24])[cH:17][cH:18][cH:19]1. Reactants: COC1=CC=CC2=C1OC(=C2)C=2OC(=NN2)C(F)(F)F (2-(7-methoxybenzo(b)furan-2-yl)-5-trifluoromethyl-1,3,4-oxadiazole), B(Br)(Br)Br (boron tribromide). Yields the product OC1=CC=CC2=C1OC(=C2)C=2OC(=NN2)C(F)(F)F (2-(7-hydroxybenzo(b)furan-2-yl)-5-trifluoromethyl-1,3,4-oxadiazole). Yield: 96.4%. Reaction SMILES: C[O:2][C:3]1[C:8]2[O:9][C:10]([C:12]3[O:13][C:14]([C:17]([F:20])([F:19])[F:18])=[N:15][N:16]=3)=[CH:11][C:7]=2[CH:6]=[CH:5][CH:4]=1.B(Br)(Br)Br>>[OH:2][C:3]1[C:8]2[O:9][C:10]([C:12]3[O:13][C:14]([C:17]([F:20])([F:19])[F:18])=[N:15][N:16]=3)=[CH:11][C:7]=2[CH:6]=[CH:5][CH:4]=1. Procedure details: By the reactions in the same manner as in Starting Material Synthesis Example 5 using 2-(7-methoxybenzo(b)furan-2-yl)-5-trifluoromethyl-1,3,4-oxadiazole (2.4 g) and boron tribromide (5.0 ml), the title compound (2.2 g) was obtained as yellow crystals. The reactants are COC1=C(CN(S(=O)(=O)C2=C(C=C(C=C2)O[C@H]2[C@@H](CCC2)C2=CC=NN2C)F)C2=NC=NC=C2)C=CC(=C1)OC (N-(2,4-dimethoxybenzyl)-2-fluoro-4-{[(1R,2S)-2-(1-methyl-1H-pyrazol-5-yl)cyclopentyl]oxy}-N-(pyrimidin-4-yl)benzenesulfonamide), C(C)[SiH](CC)CC (triethylsilane), FC(C(=O)O)(F)F (trifluoroacetic acid). Run in ClCCl (dichloromethane). Yields the product FC1=C(C=CC(=C1)O[C@H]1[C@@H](CCC1)C1=CC=NN1C)S(=O)(=O)NC1=NC=NC=C1 (2-Fluoro-4-{[(1R,2S)-2-(1-methyl-1H-pyrazol-5-yl)cyclopentyl]oxy}-N-(pyrimidin-4-yl)benzenesulfonamide). Yield: 90.3%. As a reaction SMILES: COC1C=C(OC)C=CC=1C[N:6]([C:29]1[CH:34]=[CH:33][N:32]=[CH:31][N:30]=1)[S:7]([C:10]1[CH:15]=[CH:14][C:13]([O:16][C@@H:17]2[CH2:21][CH2:20][CH2:19][C@H:18]2[C:22]2[N:26]([CH3:27])[N:25]=[CH:24][CH:23]=2)=[CH:12][C:11]=1[F:28])(=[O:9])=[O:8].C([SiH](CC)CC)C.FC(F)(F)C(O)=O>ClCCl>[F:28][C:11]1[CH:12]=[C:13]([O:16][C@@H:17]2[CH2:21][CH2:20][CH2:19][C@H:18]2[C:22]2[N:26]([CH3:27])[N:25]=[CH:24][CH:23]=2)[CH:14]=[CH:15][C:10]=1[S:7]([NH:6][C:29]1[CH:34]=[CH:33][N:32]=[CH:31][N:30]=1)(=[O:8])=[O:9]. Procedure: The reaction and aftertreatment were conducted in the same manner as in Example 1b by using the N-(2,4-dimethoxybenzyl)-2-fluoro-4-{[(1R,2S)-2-(1-methyl-1H-pyrazol-5-yl)cyclopentyl]oxy}-N-(pyrimidin-4-yl)benzenesulfonamide (150 mg, 0.26 mmol) prepared in Example 128b, triethylsilane (0.10 mL), trifluoroacetic acid (1.0 mL) and dichloromethane (1.0 mL), to yield the title compound (98.0 mg, 89%) as a colorless solid. Starting materials: C(C)(C)(C)C=1N=C(SC1)C=1OC2=C(C1)C=C(C=C2)CC(N)=S (4-tert-butyl-2-[5-(thiocarbamoylmethyl)-benzofuran-2-yl]thiazole), BrC(CC(=O)O)C(C1=CC=CC=C1)=O (3-bromo-4-oxo-4-phenylbutanoic acid). Run in C(C)(=O)OCC (ethyl acetate). The product is C(C)(C)(C)C=1N=C(SC1)C=1OC2=C(C1)C=C(C=C2)CC=2SC(=C(N2)C2=CC=CC=C2)CC(=O)O (4-tert-butyl-2-{5-[(5-carboxymethyl-4-phenylthiazol-2-yl)methyl]benzofuran-2-yl}thiazole). The yield is 6.6%. As a reaction SMILES: [C:1]([C:5]1[N:6]=[C:7]([C:10]2[O:11][C:12]3[CH:18]=[CH:17][C:16]([CH2:19][C:20](=[S:22])[NH2:21])=[CH:15][C:13]=3[CH:14]=2)[S:8][CH:9]=1)([CH3:4])([CH3:3])[CH3:2].Br[CH:24]([C:29](=O)[C:30]1[CH:35]=[CH:34][CH:33]=[CH:32][CH:31]=1)[CH2:25][C:26]([OH:28])=[O:27]>C(OCC)(=O)C>[C:1]([C:5]1[N:6]=[C:7]([C:10]2[O:11][C:12]3[CH:18]=[CH:17][C:16]([CH2:19][C:20]4[S:22][C:24]([CH2:25][C:26]([OH:28])=[O:27])=[C:29]([C:30]5[CH:35]=[CH:34][CH:33]=[CH:32][CH:31]=5)[N:21]=4)=[CH:15][C:13]=3[CH:14]=2)[S:8][CH:9]=1)([CH3:4])([CH3:2])[CH3:3]. Procedure: A solution of 4-tert-butyl-2-[5-(thiocarbamoylmethyl)-benzofuran-2-yl]thiazole (740 mg) and 3-bromo-4-oxo-4-phenylbutanoic acid (600 mg) in ethyl acetate (8.0 ml) was heated under reflux for 13.5 hours. After being cooled, the resulting precipitates were collected by filtration and washed with ethyl acetate. The precipitates were dissolved in ethyl acetate, washed with aqueous sodium hydrogen carbonate solution and brine, dried over magnesium sulfate and concentrated under reduced pressure to gi... Reactants: O=C([O-])[O-], C#CCBr, CC#N, [Cl-], Cc1cc(Cl)c(N2C(=O)C3=CCCCN3C2=O)cc1O, [K+], [K+], [NH4+]. The product is C#CCOc1cc(N2C(=O)C3=CCCCN3C2=O)c(Cl)cc1C. RXN SMILES: [C:25](=[O:26])([O-:27])[O-:28].[CH2:21]([C:22]#[CH:23])[Br:24].[CH3:33][C:34]#[N:35].[Cl-:31].[Cl:1][c:2]1[c:3]([N:10]2[C:11](=[O:20])[N:12]3[C:13](=[CH:14][CH2:15][CH2:16][CH2:17]3)[C:18]2=[O:19])[cH:4][c:5]([OH:9])[c:6]([CH3:8])[cH:7]1.[K+:29].[K+:30].[NH4+:32]>>[Cl:1][c:2]1[c:3]([N:10]2[C:11](=[O:20])[N:12]3[C:13](=[CH:14][CH2:15][CH2:16][CH2:17]3)[C:18]2=[O:19])[cH:4][c:5]([O:9][CH2:23][C:22]#[CH:21])[c:6]([CH3:8])[cH:7]1. Starting materials: Cl.COC(CNC1CCN(CC1)CC1=CC=CC=C1)=O (N-[1-benzyl-4-piperidinyl]glycine methyl ester hydrochloride), C(C)(=O)OC(C)=O (acetic anhydride). Yields the product Cl.COC(CN(C1CCN(CC1)CC1=CC=CC=C1)C(C)=O)=O (N-Acetyl-N-[1-benzyl-4-piperidinyl]-glycine methyl ester hydrochloride). RXN SMILES: [ClH:1].[CH3:2][O:3][C:4](=[O:20])[CH2:5][NH:6][CH:7]1[CH2:12][CH2:11][N:10]([CH2:13][C:14]2[CH:19]=[CH:18][CH:17]=[CH:16][CH:15]=2)[CH2:9][CH2:8]1.[C:21](OC(=O)C)(=[O:23])[CH3:22]>>[ClH:1].[CH3:2][O:3][C:4](=[O:20])[CH2:5][N:6]([C:21](=[O:23])[CH3:22])[CH:7]1[CH2:8][CH2:9][N:10]([CH2:13][C:14]2[CH:15]=[CH:16][CH:17]=[CH:18][CH:19]=2)[CH2:11][CH2:12]1 |f:0.1,3.4|. Procedure: Prepared from N-[1-benzyl-4-piperidinyl]glycine methyl ester hydrochloride and acetic anhydride.